This data is from the Open Reaction Database (ORD), a public repository of structured organic reaction records. The task is: describe an organic reaction: reactants, conditions, products, and yield Starting materials: C1=CCC=CC1 (1,4-cyclohexadiene), C(C1=CC=CC=C1)ON(C=O)CC1SC2=C(N(C1=O)CC(=O)NCCC)C=CC=C2 (2-{2-[(benzyloxy-formyl-amino)-methyl]-3-oxo-2,3-dihydro-benzo[1,4]thiazin-4-yl}-N-propyl-acetamide). Reagents/catalysts: [Pd] (Pd/C). The solvent is CCO (EtOH). Run at time 12 hour. Yields the product C(C1=CC=CC=C1)ON(C=O)CC1SC2=C(N(C1=O)CC(=O)NCCC)C=CC=C2 (2-{2-[(Benzyloxy-formyl-amino)-methyl]-3-oxo-2,3-dihydro-benzo[1,4]thiazin-4-yl}-N-propyl-acetamide), C(=O)N(O)CC1SC2=C(N(C1=O)CC(=O)NCCC)C=CC=C2 (2-{2-[(formyl-hydroxy-amino)-methyl]-3-oxo-2,3-dihydro-benzo[1.4]thiazin-4-yl}-N-propyl-acetamide). As a reaction SMILES: [CH2:1]([O:8][N:9]([CH2:12][CH:13]1[C:18](=[O:19])[N:17]([CH2:20][C:21]([NH:23][CH2:24][CH2:25][CH3:26])=[O:22])[C:16]2[CH:27]=[CH:28][CH:29]=[CH:30][C:15]=2[S:14]1)[CH:10]=[O:11])[C:2]1[CH:7]=[CH:6][CH:5]=[CH:4][CH:3]=1.C1CC=CCC=1>CCO.[Pd]>[CH2:1]([O:8][N:9]([CH2:12][CH:13]1[C:18](=[O:19])[N:17]([CH2:20][C:21]([NH:23][CH2:24][CH2:25][CH3:26])=[O:22])[C:16]2[CH:27]=[CH:28][CH:29]=[CH:30][C:15]=2[S:14]1)[CH:10]=[O:11])[C:2]1[CH:3]=[CH:4][CH:5]=[CH:6][CH:7]=1.[CH:10]([N:9]([CH2:12][CH:13]1[C:18](=[O:19])[N:17]([CH2:20][C:21]([NH:23][CH2:24][CH2:25][CH3:26])=[O:22])[C:16]2[CH:27]=[CH:28][CH:29]=[CH:30][C:15]=2[S:14]1)[OH:8])=[O:11]. Reported procedure: To a solution of 2-{2-[(benzyloxy-formyl-amino)-methyl]-3-oxo-2,3-dihydro-benzo[1,4]thiazin-4-yl}-N-propyl-acetamide (0.13 mmol) in 9 ml of EtOH is added Pd/C (10%) (65.6 mg) followed by 1,4-cyclohexadiene (1.29 mL). The reaction mixture is stirred at room temperature for 12 hours and the final product 2-{2-[(formyl-hydroxy-amino)-methyl]-3-oxo-2,3-dihydro-benzo[1.4]thiazin-4-yl}-N-propyl-acetamide is obtained by preparative LC/MS using 1 to 99% ACN (in the absence of TFA) as gradient. MS: (ES+)... Reactants: CC(C)(C)OC(=O)CBr, CC1(C)CCCc2cc(O)ccc21, [H-], [Na+], C1CCOC1. Product: CC(C)(C)OC(=O)COc1ccc2c(c1)CCCC2(C)C. RXN SMILES: [Br:16][CH2:17][C:18](=[O:19])[O:20][C:21]([CH3:22])([CH3:23])[CH3:24].[CH3:1][C:2]1([CH3:13])[c:3]2[cH:4][cH:5][c:6]([OH:12])[cH:7][c:8]2[CH2:9][CH2:10][CH2:11]1.[H-:14].[Na+:15].[O:25]1[CH2:26][CH2:27][CH2:28][CH2:29]1>>[CH3:1][C:2]1([CH3:13])[c:3]2[cH:4][cH:5][c:6]([O:12][CH2:17][C:18](=[O:19])[O:20][C:21]([CH3:22])([CH3:23])[CH3:24])[cH:7][c:8]2[CH2:9][CH2:10][CH2:11]1. Starting materials: Cl.CSC1=NC=CC(=N1)C=1C(=NC=CC1)OC1=CC=C(C=C1)NC1=NN=C(C2=CC=CC=C12)C1=CC=CC=C1 (N-(4-(3-(2-(methylthio)pyrimidin-4-yl)pyridin-2-yloxy)phenyl)-4-phenylphthalazin-1-amine hydrochloride), OOS(=O)[O-].[K+] (oxone), C(=O)(O)[O-].[Na+] (NaHCO3). As a reaction SMILES: Cl.CS[C:4]1[N:9]=[C:8]([C:10]2[C:11]([O:16][C:17]3[CH:22]=[CH:21][C:20]([NH:23][C:24]4[C:33]5[C:28](=[CH:29][CH:30]=[CH:31][CH:32]=5)[C:27]([C:34]5[CH:39]=[CH:38][CH:37]=[CH:36][CH:35]=5)=[N:26][N:25]=4)=[CH:19][CH:18]=3)=[N:12][CH:13]=[CH:14][CH:15]=2)[CH:7]=[CH:6][N:5]=1.O[O:41][S:42]([O-:44])=O.[K+].[C:46]([O-])(O)=O.[Na+]>CO>[CH3:46][S:42]([C:4]1[N:9]=[C:8]([C:10]2[C:11]([O:16][C:17]3[CH:18]=[CH:19][C:20]([NH:23][C:24]4[C:33]5[C:28](=[CH:29][CH:30]=[CH:31][CH:32]=5)[C:27]([C:34]5[CH:39]=[CH:38][CH:37]=[CH:36][CH:35]=5)=[N:26][N:25]=4)=[CH:21][CH:22]=3)=[N:12][CH:13]=[CH:14][CH:15]=2)[CH:7]=[CH:6][N:5]=1)(=[O:44])=[O:41] |f:0.1,2.3,4.5|. The solvent is CO (methanol). Procedure: A 100 ml dried round bottom flask was charged with N-(4-(3-(2-(methylthio)pyrimidin-4-yl)pyridin-2-yloxy)phenyl)-4-phenylphthalazin-1-amine hydrochloride (1.25 g, 2.27 mmol) and sonicated in methanol (20.6 ml, 0.11 M) for 20 minutes. To this was added oxone (4.18 g, 6.81 mmol) and the mixture was stirred at RT for 2 days. The mixture was cooled to 0° C. and basified with aq. NaHCO3. The solids were filtered, washed with water, and dried under high vacuum to provide N-(4-(3-(2-(methylsulfonyl)pyr... Run at time 2 day. Yields the product CS(=O)(=O)C1=NC=CC(=N1)C=1C(=NC=CC1)OC1=CC=C(C=C1)NC1=NN=C(C2=CC=CC=C12)C1=CC=CC=C1 (N-(4-(3-(2-(methylsulfonyl)pyrimidin-4-yl)pyridin-2-yloxy)phenyl)-4-phenylphthalazin-1-amine). The reactants are BrCc1ccccc1, CCO, [Na+], [OH-], O, O=Cc1ccc(O)cc1. The product is O=Cc1ccc(OCc2ccccc2)cc1. As a reaction SMILES: [CH2:12]([c:13]1[cH:14][cH:15][cH:16][cH:17][cH:18]1)[Br:19].[CH3:20][CH2:21][OH:22].[Na+:11].[OH-:10].[OH2:23].[OH:1][c:2]1[cH:3][cH:4][c:5]([CH:6]=[O:7])[cH:8][cH:9]1>>[O:1]([c:2]1[cH:3][cH:4][c:5]([CH:6]=[O:7])[cH:8][cH:9]1)[CH2:12][c:13]1[cH:14][cH:15][cH:16][cH:17][cH:18]1. The reactants are OC1(C(=C(C2=CC=CC=C12)C1=CC=CC=C1)C(=O)OCC)C1=CC2=C(C=C1)OCO2 (ethyl (1RS)-1-hydroxy-1-(3,4-methylenedioxyphenyl)-3-phenylindene-2-carboxylate), C(C)[SiH](CC)CC (triethylsilane), C1OC=2C=C(C=CC2O1)C1C(C(C2=CC=CC=C12)C1=CC=CC=C1)C(=O)OCC (Ethyl (RS)-1-(3,4-Methylenedioxyphenyl)-3-phenylindane-2-carboxylate), B(F)(F)F.CCOCC (boron trifluoride etherate), Cl (HCl). The solvent is C(Cl)Cl (CH2Cl2). Run at time 15 minute. Product: C1OC=2C=C(C=CC2O1)C1C(C(C2=CC=CC=C12)C1=CC=CC=C1)C(=O)O (1-(3,4-Methylenedioxyphenyl)-3-phenylindane-2-carboxylic acid). Yield: 100.0%. Reaction SMILES: [CH2:1]1[O:9][C:8]2[CH:7]=[CH:6][C:5]([CH:10]3[C:18]4[C:13](=[CH:14][CH:15]=[CH:16][CH:17]=4)[CH:12]([C:19]4[CH:24]=[CH:23][CH:22]=[CH:21][CH:20]=4)[CH:11]3[C:25]([O:27]CC)=[O:26])=[CH:4][C:3]=2[O:2]1.OC1(C2C=CC3OCOC=3C=2)C2C(=CC=CC=2)C(C2C=CC=CC=2)=C1C(OCC)=O.C([SiH](CC)CC)C.B(F)(F)F.CCOCC.Cl>C(Cl)Cl>[CH2:1]1[O:9][C:8]2[CH:7]=[CH:6][C:5]([CH:10]3[C:18]4[C:13](=[CH:14][CH:15]=[CH:16][CH:17]=4)[CH:12]([C:19]4[CH:20]=[CH:21][CH:22]=[CH:23][CH:24]=4)[CH:11]3[C:25]([OH:27])=[O:26])=[CH:4][C:3]=2[O:2]1 |f:3.4|. Reported procedure: Ethyl (RS)-1-(3,4-Methylenedioxyphenyl)-3-phenylindane-2-carboxylate. To a solution of ethyl (1RS)-1-hydroxy-1-(3,4-methylenedioxyphenyl)-3-phenylindene-2-carboxylate (1.03 g, 2.58 mmol) in CH2Cl2 (40 mL) was added triethylsilane (0.49 ml, 3.07 mmol), followed by boron trifluoride etherate (1.55 ml, 12.6 mmol). The reaction mixture was allowed to stir for 15 min, at which time was added slowly 3M HCl. The mixture was extracted with EtOAc. The organic extract was washed successively with H2O, 5% ... Starting materials: FC(S(=O)(=O)OC1=C2[C@@]3(CC[C@H]4C(CCC[C@@]4([C@H]3CSC2=CC(=C1)OC)C)(C)C)C)(F)F ((1R,10R,11S,16S)-5-methoxy-1,11,15,15-tetramethyl-8-thiatetracyclo[8.8.0.02,7.011,16]octadeca-2,4,6-trien-3-yl trifluoromethanesulfonate), CC(=O)[O-].[K+] (KOAc). The reagents and catalysts are CC(=O)[O-].CC(=O)[O-].[Pd+2] (Pd(OAc)2), C1=CC=C(C=C1)P([C-]2C=CC=C2)C3=CC=CC=C3.C1=CC=C(C=C1)P([C-]2C=CC=C2)C3=CC=CC=C3.[Fe+2].C(Cl)Cl (dppf CH2Cl2). Solvent: CS(=O)C (DMSO). Run at temperature 60 celsius, time 18 hour. Yields the product COC1=CC(=C2[C@@]3(CC[C@H]4C(CCC[C@@]4([C@H]3CSC2=C1)C)(C)C)C)C(=O)O ((1R,10R,11S,16S)-5-methoxy-1,11,15,15-tetramethyl-8-thiatetracyclo[8.8.0.02,7.011,16]octadeca-2,4,6-triene-3-carboxylic acid). Yield: 34.3%. As a reaction SMILES: FC(F)(F)S(OC1[CH:24]=[C:23]([O:25][CH3:26])[CH:22]=[C:21]2[C:8]=1[C@@:9]1([CH3:30])[C@H:18]([CH2:19][S:20]2)[C@:17]2([CH3:27])[C@H:12]([C:13]([CH3:29])([CH3:28])[CH2:14][CH2:15][CH2:16]2)[CH2:11][CH2:10]1)(=O)=O.[CH3:33][C:34]([O-:36])=[O:35].[K+]>CS(C)=O.CC([O-])=O.CC([O-])=O.[Pd+2].C1C=CC(P(C2C=CC=CC=2)[C-]2C=CC=C2)=CC=1.C1C=CC(P(C2C=CC=CC=2)[C-]2C=CC=C2)=CC=1.[Fe+2].C(Cl)Cl>[CH3:26][O:25][C:23]1[CH:22]=[C:21]2[C:8]([C@@:9]3([CH3:30])[C@H:18]([CH2:19][S:20]2)[C@:17]2([CH3:27])[C@H:12]([C:13]([CH3:29])([CH3:28])[CH2:14][CH2:15][CH2:16]2)[CH2:11][CH2:10]3)=[C:33]([C:34]([OH:36])=[O:35])[CH:24]=1 |f:1.2,4.5.6,7.8.9.10|. Reported procedure: A mixture of (1R,10R,11S,16S)-5-methoxy-1,11,15,15-tetramethyl-8-thiatetracyclo[8.8.0.02,7.011,16]octadeca-2,4,6-trien-3-yl trifluoromethanesulfonate (32) (1.5 g, 3.0 mmol), KOAc (1.1 g, 12 mmol), Pd(OAc)2 (0.3 g, 2 mmol), dppf:CH2Cl2 1:1 (0.97 g, 1.3 mmol) was prepared in DMSO (15 mL) and purged with N2. The reaction mixture was subjected to carbon monoxide via a balloon. The mixture was stirred at 60° C. for 18 h. The reaction was cooled to room temperature and quenched with water, acidified w... The reactants are Cl (HCl), [OH-].[Na+] (NaOH), ClC1=CC(=C(N=N1)CN1C(=NC=C1)C1=C(C(=CC=C1F)Cl)F)OC (6-chloro-3-[2-(3-chloro-2,6-difluoro-phenyl)-imidazol-1-ylmethyl]-4-methoxy-pyridazine), C(CCC)[Sn](C(=C)OCC)(CCCC)CCCC (tributyl-(1-ethoxy-vinyl)-stannane). The reagents and catalysts are Cl[Pd]([P](C1=CC=CC=C1)(C2=CC=CC=C2)C3=CC=CC=C3)([P](C4=CC=CC=C4)(C5=CC=CC=C5)C6=CC=CC=C6)Cl (PdCl2(PPh3)2). Solvent: O (water), C1(=CC=CC=C1)C (toluene). Reaction conditions: temperature 110 celsius, time 2 hour. The product is ClC=1C(=C(C(=CC1)F)C=1N(C=CN1)CC1=C(C=C(N=N1)C(C)=O)OC)F (1-{6-[2-(3-Chloro-2,6-difluoro-phenyl)-imidazol-1-ylmethyl]-5-methoxy-pyridazin-3-yl}-ethanone). Isolated yield 20.6%. Reaction SMILES: Cl[C:2]1[N:7]=[N:6][C:5]([CH2:8][N:9]2[CH:13]=[CH:12][N:11]=[C:10]2[C:14]2[C:19]([F:20])=[CH:18][CH:17]=[C:16]([Cl:21])[C:15]=2[F:22])=[C:4]([O:23][CH3:24])[CH:3]=1.C([Sn](CCCC)(CCCC)[C:30]([O:32]CC)=[CH2:31])CCC.Cl.[OH-].[Na+]>C1(C)C=CC=CC=1.Cl[Pd](Cl)([P](C1C=CC=CC=1)(C1C=CC=CC=1)C1C=CC=CC=1)[P](C1C=CC=CC=1)(C1C=CC=CC=1)C1C=CC=CC=1.O>[Cl:21][C:16]1[C:15]([F:22])=[C:14]([C:10]2[N:9]([CH2:8][C:5]3[N:6]=[N:7][C:2]([C:30](=[O:32])[CH3:31])=[CH:3][C:4]=3[O:23][CH3:24])[CH:13]=[CH:12][N:11]=2)[C:19]([F:20])=[CH:18][CH:17]=1 |f:3.4,^1:55,74|. Reported procedure: To the mixture of 6-chloro-3-[2-(3-chloro-2,6-difluoro-phenyl)-imidazol-1-ylmethyl]-4-methoxy-pyridazine (95 mg, 0.256 mmol) and tributyl-(1-ethoxy-vinyl)-stannane (139 mg, 1.5 eq.) in toluene (5 mL)is added PdCl2(PPh3)2 (10 mg, 0.05 eq.). The mixture is heated at 110° C. in a sealed tube for 24 hours. On cooling, water (2 mL) and con. HCl (2 mL) are added and the mixture is stirred at room temperature for 2 hours. The mixture is neutralized with aqueous NaOH and extracted with DCM. The combined... Conditions: temperature 0 celsius, time 30 minute. Run in ClCCl (dichloromethane), ClCCl (dichloromethane). Reactants: ClC(=O)OC (Methyl chloroformate), NC[C@@H]1CN(C(O1)=O)C=1C=C2CC(N(C2=C(C1)F)CC)=O ((R)-5-(5-aminomethyl-2-oxo-oxazolidin-3-yl)-1-ethyl-7-fluoro-1,3-dihydro-indol-2-one), C(C)(C)N(CC)C(C)C (diisopropylethylamine). As a reaction SMILES: Cl[C:2]([O:4][CH3:5])=[O:3].[NH2:6][CH2:7][C@H:8]1[O:12][C:11](=[O:13])[N:10]([C:14]2[CH:15]=[C:16]3[C:20](=[C:21]([F:23])[CH:22]=2)[N:19]([CH2:24][CH3:25])[C:18](=[O:26])[CH2:17]3)[CH2:9]1.C(N(C(C)C)CC)(C)C>ClCCl>[CH3:5][O:4][C:2](=[O:3])[NH:6][CH2:7][C@@H:8]1[O:12][C:11](=[O:13])[N:10]([C:14]2[CH:15]=[C:16]3[C:20](=[C:21]([F:23])[CH:22]=2)[N:19]([CH2:24][CH3:25])[C:18](=[O:26])[CH2:17]3)[CH2:9]1. Procedure: Methyl chloroformate (0.117 ml, 1.53 mmol) is added dropwise to (R)-5-(5-aminomethyl-2-oxo-oxazolidin-3-yl)-1-ethyl-7-fluoro-1,3-dihydro-indol-2-one (0.414 g, 1.02 mmol) and diisopropylethylamine (0.709 ml, 4.06 mmol) in dichloromethane (5 ml) at 0° C. The reaction is stirred at 0° C. for 30 minutes and then allowed to warm at room temperature. The reaction mixture is diluted with dichloromethane, washed with water and brine, dried (Na2SO4) and evaporated. The residue is purified by PTLC (5% MeO... Yields the product COC(NC[C@H]1CN(C(O1)=O)C=1C=C2CC(N(C2=C(C1)F)CC)=O)=O ((S)-[3-(1-ethyl-7-fluoro-2-oxo-2,3-dihydro-1H-indol-5-yl)-2-oxo-oxazolidin-5-ylmethyl]-carbamic acid methyl ester).